This data is from the Open Reaction Database (ORD), a public repository of structured organic reaction records. The task is: describe an organic reaction: reactants, conditions, products, and yield The reactants are C(C)(C)(C)OC(NC1=CC(=CC=C1)OC1=NC(=NC=C1C(NC1=CC=CC=C1)=O)S(=O)(=O)C)=O ([3-(2-methanesulfonyl-5-phenylcarbamoyl-pyrimidin-4-yloxy)-phenyl]-carbamic acid tert-butyl ester). The reagents and catalysts are [Pd] (Pd/C). Run in CO (methanol). Run at time 16 hour. The product is COC=1C=C(N)C=CC1 (3-methoxyaniline). Isolated yield 295.3%. RXN SMILES: C(OC(=O)[NH:7][C:8]1[CH:13]=[CH:12][CH:11]=[C:10]([O:14][C:15]2C(C(=O)NC3C=CC=CC=3)=CN=C(S(C)(=O)=O)N=2)[CH:9]=1)(C)(C)C>CO.[Pd]>[CH3:15][O:14][C:10]1[CH:9]=[C:8]([CH:13]=[CH:12][CH:11]=1)[NH2:7]. Procedure: To a solution of 7 (0.13 g, 0.275 mmol) in methanol (3 mL) was added Pd/C (26 mg, 20% w/w) under N2 atmosphere. Then the reaction mixture was stirred at room temperature under H2 pressure (bladder) for 16 h. It was filtered through celite bed and the filtrate was concentrated to give 8 (0.10 g, 82%) as green solid.